Dataset: the Open Reaction Database (ORD), a public repository of structured organic reaction records. Task: describe an organic reaction: reactants, conditions, products, and yield The reactants are CN(CCN(S(=O)(=O)C1=CC(=C(C=C1)Cl)[N+](=O)[O-])C)C (N-(2- dimethylaminoethyl)-N-methyl-4- chloro-3-nitrobenzenesulfonamide), [N+](=O)([O-])C1=CC=C(C=C1)O (4- nitrophenol), [H-].[Na+] (sodium hydride), suspension. Solvent: CN(C=O)C (dimethylformamide). Run at time 20 hour. The product is CN(CCN(S(=O)(=O)C1=CC(=C(C=C1)OC1=CC=C(C=C1)[N+](=O)[O-])[N+](=O)[O-])C)C (N-(2-Dimethylaminoethyl)-N-methyl-4-(4-nitrophenoxy)-3-nitrobenzenesulfonamide). As a reaction SMILES: [CH3:1][N:2]([CH3:20])[CH2:3][CH2:4][N:5]([CH3:19])[S:6]([C:9]1[CH:14]=[CH:13][C:12](Cl)=[C:11]([N+:16]([O-:18])=[O:17])[CH:10]=1)(=[O:8])=[O:7].[N+:21]([C:24]1[CH:29]=[CH:28][C:27]([OH:30])=[CH:26][CH:25]=1)([O-:23])=[O:22].[H-].[Na+]>CN(C)C=O>[CH3:1][N:2]([CH3:20])[CH2:3][CH2:4][N:5]([CH3:19])[S:6]([C:9]1[CH:14]=[CH:13][C:12]([O:30][C:27]2[CH:28]=[CH:29][C:24]([N+:21]([O-:23])=[O:22])=[CH:25][CH:26]=2)=[C:11]([N+:16]([O-:18])=[O:17])[CH:10]=1)(=[O:8])=[O:7] |f:2.3|. Reported procedure: To a solution of N-(2- dimethylaminoethyl)-N-methyl-4- chloro-3-nitrobenzenesulfonamide (2.2 g, 6.84 mmol) and 4- nitrophenol (0.97 g, 7.0 mmol) in dimethylformamide (30 mL) was added 60% sodium hydride-mineral oil suspension (0.28 g, 7.0 mmol). The resulting solution was stirred at 60° for 20 hours under N2. After concentrating under reduced pressure at 50° , the residue was partitioned between ethyl acetate and water. The ethyl acetate extract was washed with brine, dried (Na2SO4), filtered an... Starting materials: N1(CCCCC1)CC1=CC(=NC=C1)OCCCN (3-(4-piperidinomethyl-2-pyridyloxy)propylamine), O1C(CSCC1)=O (1,4-oxathian-2-one). Solvent: C(C)O (ethanol). Yields the product N1(CCCCC1)CC1=CC(=NC=C1)OCCCNC(CSCCO)=O (N-[3-(4-Piperidinomethyl-2-pyridyloxy)propyl]-2-(2-hydroxyethylthio)acetamide). The yield is 87.5%. Reaction SMILES: [N:1]1([CH2:7][C:8]2[CH:13]=[CH:12][N:11]=[C:10]([O:14][CH2:15][CH2:16][CH2:17][NH2:18])[CH:9]=2)[CH2:6][CH2:5][CH2:4][CH2:3][CH2:2]1.[O:19]1[CH2:24][CH2:23][S:22][CH2:21][C:20]1=[O:25]>C(O)C>[N:1]1([CH2:7][C:8]2[CH:13]=[CH:12][N:11]=[C:10]([O:14][CH2:15][CH2:16][CH2:17][NH:18][C:20](=[O:25])[CH2:21][S:22][CH2:23][CH2:24][OH:19])[CH:9]=2)[CH2:6][CH2:5][CH2:4][CH2:3][CH2:2]1. Reported procedure: A mixture of 0.38 g of 3-(4-piperidinomethyl-2-pyridyloxy)propylamine and 0.18 g of 1,4-oxathian-2-one was added to 10 ml of ethanol, and the resulting mixture was heated under reflux for 2 hours. At the end of this time, the reaction mixture was concentrated by evaporation under reduced pressure. The concentrate was mixed with water, and the resulting aqueous mixture was extracted with ethyl acetate. The extract was concentrated by evaporation under reduced pressure, and the concentrate was pur... Starting materials: [Li]CCCC (nBuLi), C(=O)C=1C=C(C=CC1)C(CCC1=C(C=CC=C1)C(C)(C)O)SCC(C(=O)OC)C (Methyl 3-((1-(3-formylphenyl)-3-(2-(2-hydroxy-2-propyl)phenyl)propyl)thio)-2-methylpropanoate), [Br-].ClC1=CC=C2C=CC(=NC2=C1)C[P+](C1=CC=CC=C1)(C1=CC=CC=C1)C1=CC=CC=C1 (((7-chloro-2-quinolinyl)methyl)triphenylphosphonium bromide). Solvent: C1CCOC1 (THF). Reaction conditions: temperature -78 celsius, time 30 minute. Product: ClC1=CC=C2C=CC(=NC2=C1)C=CC=1C=C(C=CC1)C(CCC1=C(C=CC=C1)C(C)(C)O)SCC(C(=O)OC)C (Methyl 3-((1-(3-(2-(7-chloro-2-quinolinyl)ethenyl)phenyl)-3-(2-(2-hydroxy-2-propyl)phenyl)propyl)thio)-2-methylpropanoate), oil. Yield: 89.0%. RXN SMILES: [Br-].[Cl:2][C:3]1[CH:12]=[C:11]2[C:6]([CH:7]=[CH:8][C:9]([CH2:13][P+](C3C=CC=CC=3)(C3C=CC=CC=3)C3C=CC=CC=3)=[N:10]2)=[CH:5][CH:4]=1.[Li]CCCC.[CH:38]([C:40]1[CH:41]=[C:42]([CH:46]([S:59][CH2:60][CH:61]([CH3:66])[C:62]([O:64][CH3:65])=[O:63])[CH2:47][CH2:48][C:49]2[CH:54]=[CH:53][CH:52]=[CH:51][C:50]=2[C:55]([OH:58])([CH3:57])[CH3:56])[CH:43]=[CH:44][CH:45]=1)=O>C1COCC1>[Cl:2][C:3]1[CH:12]=[C:11]2[C:6]([CH:7]=[CH:8][C:9]([CH:13]=[CH:38][C:40]3[CH:41]=[C:42]([CH:46]([S:59][CH2:60][CH:61]([CH3:66])[C:62]([O:64][CH3:65])=[O:63])[CH2:47][CH2:48][C:49]4[CH:54]=[CH:53][CH:52]=[CH:51][C:50]=4[C:55]([OH:58])([CH3:57])[CH3:56])[CH:43]=[CH:44][CH:45]=3)=[N:10]2)=[CH:5][CH:4]=1 |f:0.1|. Procedure details: To ((7-chloro-2-quinolinyl)methyl)triphenylphosphonium bromide (525 mg, 1.01 mmol, U.S. Pat. No. 4,851,409, Example 4, Step 2) in a THF (2 mL) solution at -78° C. was added dropwise 1.6M nBuLi (472 mL, 0.945 mmol). After a few minutes, the aldehyde of Step 11 (140 mg, 0.338 mmol) was then added and the resulting mixture was stirred at -78° C. for 30 min. The reaction mixture was then allowed to warm to r.t. for 30 min and was quenched by the addition of 25% aq NH4OAc. The title product was then ... Starting materials: CC(C)n1nc(C(=O)O)c2cc(F)ccc21, COC(=O)CC1CC(N)CN1C(=O)OC(C)(C)C. The product is COC(=O)CC1CC(NC(=O)c2nn(C(C)C)c3ccc(F)cc23)CN1C(=O)OC(C)(C)C. RXN SMILES: [F:1][c:2]1[cH:3][c:4]2[c:5]([C:14](=[O:15])[OH:16])[n:6][n:7]([CH:11]([CH3:12])[CH3:13])[c:8]2[cH:9][cH:10]1.[NH2:17][CH:18]1[CH2:19][CH:20]([CH2:30][C:31](=[O:32])[O:33][CH3:34])[N:21]([C:23](=[O:24])[O:25][C:26]([CH3:27])([CH3:28])[CH3:29])[CH2:22]1>>[F:1][c:2]1[cH:3][c:4]2[c:5]([C:14](=[O:16])[NH:17][CH:18]3[CH2:19][CH:20]([CH2:30][C:31](=[O:32])[O:33][CH3:34])[N:21]([C:23](=[O:24])[O:25][C:26]([CH3:27])([CH3:28])[CH3:29])[CH2:22]3)[n:6][n:7]([CH:11]([CH3:12])[CH3:13])[c:8]2[cH:9][cH:10]1.